This data is from the Open Reaction Database (ORD), a public repository of structured organic reaction records. The task is: describe an organic reaction: reactants, conditions, products, and yield The reactants are ClC=1C=CC(=C(C1)C1=CC(N(C=C1OC)CC(=O)OC(C)(C)C)=O)C#N (tert-butyl [4-(5-chloro-2-cyanophenyl)-5-methoxy-2-oxopyridin-1(2H)-yl]acetate), FC(S(=O)(=O)OCC(F)F)(F)F (2,2-difluoroethyl trifluoromethanesulphonate), bis(trimethylsilyl)lithium amide. Solvent: C1CCOC1 (THF). Product: ClC=1C=CC(=C(C1)C1=CC(N(C=C1OC)C(C(=O)OC(C)(C)C)CC(F)F)=O)C#N (tert-Butyl 2-[4-(5-chloro-2-cyanophenyl)-5-methoxy-2-oxopyridin-1(2H)-yl]-4,4-difluorobutanoate). RXN SMILES: [Cl:1][C:2]1[CH:3]=[CH:4][C:5]([C:25]#[N:26])=[C:6]([C:8]2[C:13]([O:14][CH3:15])=[CH:12][N:11]([CH2:16][C:17]([O:19][C:20]([CH3:23])([CH3:22])[CH3:21])=[O:18])[C:10](=[O:24])[CH:9]=2)[CH:7]=1.FC(F)(F)S(O[CH2:33][CH:34]([F:36])[F:35])(=O)=O>C1COCC1>[Cl:1][C:2]1[CH:3]=[CH:4][C:5]([C:25]#[N:26])=[C:6]([C:8]2[C:13]([O:14][CH3:15])=[CH:12][N:11]([CH:16]([CH2:33][CH:34]([F:36])[F:35])[C:17]([O:19][C:20]([CH3:21])([CH3:22])[CH3:23])=[O:18])[C:10](=[O:24])[CH:9]=2)[CH:7]=1. Reported procedure: 150 mg (388 μmol) of tert-butyl [4-(5-chloro-2-cyanophenyl)-5-methoxy-2-oxopyridin-1(2H)-yl]acetate, 125 mg (582 μmol) of 2,2-difluoroethyl trifluoromethanesulphonate and 427 μl (427 μmol) of bis(trimethylsilyl)lithium amide (1M in THF) in 3 ml of THF were reacted according to General Method 7B. Purification by column chromatography (24 g silica cartridge, flow rate: 35 ml/min, cyclohexane/ethyl acetate gradient) gave the title compound. Yield: 122 mg (71% of theory) Starting materials: NC=1C(=NC(=CN1)Br)\C(\NOC(C)=O)=N/[H] ((E)-3-amino-6-bromo-N-(ethanoyloxy)pyrazine-2-carboximidamide), CC(=O)O (AcOH), C(=O)(O)[O-].[Na+] (NaHCO3). Run in O (water). Run at temperature 70 celsius. The product is BrC=1N=C(C(=NC1)N)C1=NOC(=N1)C (5-bromo-3-(5-methyl-1,2,4-oxadiazol-3-yl)pyrazin-2-amine). Isolated yield 66.0%. Reaction SMILES: [NH2:1][C:2]1[C:3](/[C:9](=[N:15]\[H])/[NH:10][O:11][C:12](=O)[CH3:13])=[N:4][C:5]([Br:8])=[CH:6][N:7]=1.CC(O)=O.C([O-])(O)=O.[Na+]>O>[Br:8][C:5]1[N:4]=[C:3]([C:9]2[N:15]=[C:12]([CH3:13])[O:11][N:10]=2)[C:2]([NH2:1])=[N:7][CH:6]=1 |f:2.3|. Procedure details: A mixture of (E)-3-amino-6-bromo-N-(ethanoyloxy)pyrazine-2-carboximidamide (8.405 g, 22.71 mmol) and AcOH (30 mL) was heated to 70° C. for 2 hours. The reaction mixture was allowed to cool, diluted with water and then neutralised with solid NaHCO3. The resultant dark coloured precipitate was filtered off (3.83 g, 66% Yield). 1H NMR (400.0 MHz, DMSO) d 2.68 (s, 3H), 7.31 (br s, 2H) and 8.34 (s, 1H) ppm; MS (ES+) 258.80 Reactants: C\C(=C/CO)\CCCCCCCCC ((E)-3-methyl-2-dodecen-1-ol), BrBr (Bromine), C1(=CC=CC=C1)P(C1=CC=CC=C1)C1=CC=CC=C1 (triphenylphosphine). Solvent: C(C)#N (acetonitrile), C(C)#N (acetonitrile). Reaction conditions: temperature 0 celsius, time 2 hour. The product is BrC\C=C(\CCCCCCCCC)/C ((E)-1-bromo-3-methyl-2-dodecene). Yield: 97.0%. Reaction SMILES: C1(P(C2C=CC=CC=2)C2C=CC=CC=2)C=CC=CC=1.[Br:20]Br.[CH3:22]/[C:23](/[CH2:27][CH2:28][CH2:29][CH2:30][CH2:31][CH2:32][CH2:33][CH2:34][CH3:35])=[CH:24]\[CH2:25]O>C(#N)C>[Br:20][CH2:25]/[CH:24]=[C:23](\[CH3:22])/[CH2:27][CH2:28][CH2:29][CH2:30][CH2:31][CH2:32][CH2:33][CH2:34][CH3:35]. Reported procedure: An acetonitrile solution (100 ml) of triphenylphosphine (18.6 g, 70.9 mmols) was stirred at 0° C. Bromine (11.4 g, 3.7 ml, 71.3 mmols) was slowly blended into the solution. To the mixture, an acetonitrile (30 ml) solution of (E)-3-methyl-2-dodecen-1-ol (3′) was added dropwise, followed by stirring for 2 hours at 0° C. The solvent was removed under vacuum, and the residue was dissolved in dichloromethane. The solution was washed with saturated sodium bicarbonate and a saturated aqueous solution o... Starting materials: CSCC=1C=CC=C2C=CNC12 (7-[(Methylsulfanyl)methyl]-1H-indole), ClC1=CC(=C(C=C1)C(O)C1=C(C=C(C=C1)F)F)F ((4-Chloro-2-fluorophenyl)(2,4-difluorophenyl)methanol), FC1=CC=C(C=C1)C(C1=CNC2=C(C=CC=C12)CSC)C1=CC=C(C=C1)F (3-[Bis(4-fluorophenyl)methyl]-7-[(methylsulfanyl)methyl]-1H-indole), FC(C(=O)O)(F)F (trifluoroacetic acid). Conditions: temperature 80 celsius, time 2 day. The product is ClC1=CC(=C(C=C1)C(C1=CNC2=C(C=CC=C12)CSC)C1=C(C=C(C=C1)F)F)F (3-[(4-Chloro-2-fluorophenyl)(2,4-difluorophenyl)methyl]-7-[(methylsulfanyl)methyl]-1H-indole). As a reaction SMILES: [CH3:1][S:2][CH2:3][C:4]1[CH:5]=[CH:6][CH:7]=[C:8]2[C:12]=1[NH:11][CH:10]=[CH:9]2.[Cl:13][C:14]1[CH:19]=[CH:18][C:17]([CH:20]([C:22]2[CH:27]=[CH:26][C:25]([F:28])=[CH:24][C:23]=2[F:29])O)=[C:16]([F:30])[CH:15]=1.FC1C=CC(C(C2C=CC(F)=CC=2)C2C3C(=C(CSC)C=CC=3)NC=2)=CC=1.FC(F)(F)C(O)=O>>[Cl:13][C:14]1[CH:19]=[CH:18][C:17]([CH:20]([C:22]2[CH:27]=[CH:26][C:25]([F:28])=[CH:24][C:23]=2[F:29])[C:9]2[C:8]3[C:12](=[C:4]([CH2:3][S:2][CH3:1])[CH:5]=[CH:6][CH:7]=3)[NH:11][CH:10]=2)=[C:16]([F:30])[CH:15]=1. Procedure: The title compound was prepared starting from 750 mg (4.23 mmol) of the compound from Example 8A and 1.15 g (4.23 mmol) of the compound from Example 181A in analogy to the synthesis of the compound from Example 278. A difference was that stirring at 80° C. for two days was followed by addition of 0.33 ml (4.23 mmol) of trifluoroacetic acid and stirring for an additional 16 h. 65 mg (75% purity, 3% of theory) of the target compound were obtained. Reactants: COC(=O)c1ccc(-n2ncc(C(=O)OC(C)(C)C)c2SC2CCCCC2)cc1, ClCCl, O=C(O)C(F)(F)F. Yields the product COC(=O)c1ccc(-n2ncc(C(=O)O)c2SC2CCCCC2)cc1. As a reaction SMILES: [CH:8]1([S:14][c:15]2[c:16]([C:30](=[O:31])[O:32][C:33]([CH3:34])([CH3:35])[CH3:36])[cH:17][n:18][n:19]2-[c:20]2[cH:21][cH:22][c:23]([C:26](=[O:27])[O:28][CH3:29])[cH:24][cH:25]2)[CH2:9][CH2:10][CH2:11][CH2:12][CH2:13]1.[Cl:37][CH2:38][Cl:39].[OH:1][C:2]([C:3]([F:4])([F:5])[F:6])=[O:7]>>[CH:8]1([S:14][c:15]2[c:16]([C:30](=[O:31])[OH:32])[cH:17][n:18][n:19]2-[c:20]2[cH:21][cH:22][c:23]([C:26](=[O:27])[O:28][CH3:29])[cH:24][cH:25]2)[CH2:9][CH2:10][CH2:11][CH2:12][CH2:13]1.